Dataset: the Open Reaction Database (ORD), a public repository of structured organic reaction records. Task: describe an organic reaction: reactants, conditions, products, and yield Reactants: CN(C)c1ccncc1, CC#N, CCN(C(C)C)C(C)C, O=C(NCCS)OCc1ccc([N+](=O)[O-])cc1, CC(C)(OC(=O)OCc1ccc([N+](=O)[O-])cc1)C1C(=O)N2C(C(=O)OCc3ccc([N+](=O)[O-])cc3)C(=O)CC12, O=P(Cl)(Oc1ccccc1)Oc1ccccc1. Yields the product CC(C)(OC(=O)OCc1ccc([N+](=O)[O-])cc1)C1C(=O)N2C(C(=O)OCc3ccc([N+](=O)[O-])cc3)=C(SCCNC(=O)OCc3ccc([N+](=O)[O-])cc3)CC12. As a reaction SMILES: [CH3:83][N:84]([c:85]1[cH:86][cH:87][n:88][cH:89][cH:90]1)[CH3:91].[CH3:92][C:93]#[N:94].[CH:40]([N:41]([CH:42]([CH3:43])[CH3:44])[CH2:45][CH3:46])([CH3:47])[CH3:48].[N+:66](=[O:67])([O-:68])[c:69]1[cH:70][cH:71][c:72]([CH2:73][O:74][C:75](=[O:76])[NH:77][CH2:78][CH2:79][SH:80])[cH:81][cH:82]1.[O:1]=[C:2]1[CH:3]([C:27](=[O:28])[O:29][CH2:30][c:31]2[cH:32][cH:33][c:34]([N+:37](=[O:38])[O-:39])[cH:35][cH:36]2)[N:4]2[C:5](=[O:26])[CH:6]([C:9]([CH3:10])([O:11][C:12](=[O:13])[O:14][CH2:15][c:16]3[cH:17][cH:18][c:19]([N+:22](=[O:23])[O-:24])[cH:20][cH:21]3)[CH3:25])[CH:7]2[CH2:8]1.[P:49]([Cl:50])([O:51][c:52]1[cH:53][cH:54][cH:55][cH:56][cH:57]1)([O:58][c:59]1[cH:60][cH:61][cH:62][cH:63][cH:64]1)=[O:65]>>[C:2]1([S:80][CH2:79][CH2:78][NH:77][C:75]([O:74][CH2:73][c:72]2[cH:71][cH:70][c:69]([N+:66](=[O:67])[O-:68])[cH:82][cH:81]2)=[O:76])=[C:3]([C:27](=[O:28])[O:29][CH2:30][c:31]2[cH:32][cH:33][c:34]([N+:37](=[O:38])[O-:39])[cH:35][cH:36]2)[N:4]2[C:5](=[O:26])[CH:6]([C:9]([CH3:10])([O:11][C:12](=[O:13])[O:14][CH2:15][c:16]3[cH:17][cH:18][c:19]([N+:22](=[O:23])[O-:24])[cH:20][cH:21]3)[CH3:25])[CH:7]2[CH2:8]1. Starting materials: ClC1=CC=C(C=C1)OC (4-chloroanisole), CC1=C(N)C=C(C=C1)C (2,5-dimethylaniline), CC(C)(C)[O-].[Na+] (NaOt-Bu), O(CCCC)CCCC (Bu2O). Reaction conditions: temperature 110 celsius. The product is COC1=CC=C(C=C1)NC1=C(C=CC(=C1)C)C (N-(4-methoxyphenyl)-2,5-dimethylaniline). The yield is 96.8%. Reaction SMILES: Cl[C:2]1[CH:7]=[CH:6][C:5]([O:8][CH3:9])=[CH:4][CH:3]=1.[CH3:10][C:11]1[CH:17]=[CH:16][C:15]([CH3:18])=[CH:14][C:12]=1[NH2:13].CC([O-])(C)C.[Na+].O(CCCC)CCCC>>[CH3:9][O:8][C:5]1[CH:6]=[CH:7][C:2]([NH:13][C:12]2[CH:14]=[C:15]([CH3:18])[CH:16]=[CH:17][C:11]=2[CH3:10])=[CH:3][CH:4]=1 |f:2.3|. Procedure: Following general procedure E, a mixture of 4-chloroanisole (123 μL, 1.0 mmol), 2,5-dimethylaniline (149 μL, 1.2 mmol), NaOt-Bu (115 mg, 1.2 mmol), 10 (0.08 mg, 0.01 mol %), 1 (0.05 mg, 0.01 mol %), and Bu2O (1 mL) was heated to 110° C. for 1 h. The crude product was purified via the Biotage SP4 (silica-packed 25+M; 0-30% EtOAc/hexanes) to provide the title compound as a white solid (220 mg, 97%), mp 40-41° C. 1H NMR (300 MHz, CDCl3) δ: 7.11 (m, 3H), 6.96 (m, 3H), 6.75 (d, J=7.5 Hz, 1H), 5.27 (s... The reactants are Cl.N1C=CC=2C1=NC=CC2OC2=C(C=C(C=C2)NC2=CC=NC=C2C(=O)NC2=C(C=C(C=C2)F)F)F (4-(4-(1H-Pyrrolo[2,3-b]pyridin-4-yloxy)-3-fluorophenylamino)-N-(2,4-difluorophenyl)nicotinamide, hydrochloride salt), Cl.N1C=CC=2C1=NC=CC2OC2=C(C=C(C=C2)NC2=CC=NC=C2C(=O)NC2=C(C=C(C=C2)F)F)F (4-(4-(1H-Pyrrolo[2,3-b]pyridin-4-yloxy)-3-fluorophenylamino)-N-(2,4-difluorophenyl)nicotinamide, hydrochloride salt), BrC=1C=NC(=C(C(=O)NC2=C(C=C(C=C2)F)F)C1)F (5-bromo-N-(2,4-difluorophenyl)-2-fluoronicotinamide), Cl (HCl), O1CCOCC1 (1,4-dioxane). Run in CN1CCCC1=O (NMP). Reaction conditions: temperature 110 celsius, time 4 day. The product is Cl.Cl.N1C=CC=2C1=NC=CC2OC2=C(C=C(C=C2)NC2=C(C(=O)NC1=C(C=C(C=C1)F)F)C=C(C=N2)Br)F (2-(4-(1H-Pyrrolo[2,3-b]pyridin-4-yloxy)-3-fluorophenylamino)-5-bromo-N-(2,4-difluorophenyl)nicotinamide, dihydrochloride salt). Reaction SMILES: [ClH:1].[NH:2]1[C:6]2=[N:7][CH:8]=[CH:9][C:10]([O:11][C:12]3[CH:17]=[CH:16][C:15]([NH:18]C4C(C(NC5C=CC(F)=CC=5F)=O)=CN=CC=4)=[CH:14][C:13]=3[F:36])=[C:5]2[CH:4]=[CH:3]1.[Br:37][C:38]1[CH:39]=[N:40][C:41](F)=[C:42]([CH:54]=1)[C:43]([NH:45][C:46]1[CH:51]=[CH:50][C:49]([F:52])=[CH:48][C:47]=1[F:53])=[O:44].Cl.O1CCOCC1>CN1C(=O)CCC1>[ClH:1].[ClH:1].[NH:2]1[C:6]2=[N:7][CH:8]=[CH:9][C:10]([O:11][C:12]3[CH:17]=[CH:16][C:15]([NH:18][C:41]4[N:40]=[CH:39][C:38]([Br:37])=[CH:54][C:42]=4[C:43]([NH:45][C:46]4[CH:51]=[CH:50][C:49]([F:52])=[CH:48][C:47]=4[F:53])=[O:44])=[CH:14][C:13]=3[F:36])=[C:5]2[CH:4]=[CH:3]1 |f:0.1,6.7.8|. Procedure: To a solution of 4-(1H-pyrrolo[2,3-b]pyridin-4-yloxy)-3-fluoroaniline (17 mg, 0.07 mmol, Compound C of Example 1) and 5-bromo-N-(2,4-difluorophenyl)-2-fluoronicotinamide (26 mg, 0.08 mmol) in 1 mL of NMP was added 4N HCl in 1,4-dioxane (0.05 mL, 0.20 mmol). The mixture was stirred at 110° C. for 4 d. After cooling, the mixture was purified on preparative (RP) HPLC to give fractions containing the desired product. The fractions were pooled and concentrated in vacuo and the residue was treated wit...